The task is: describe an organic reaction: reactants, conditions, products, and yield. This data is from the Open Reaction Database (ORD), a public repository of structured organic reaction records. Product: Cc1ccccc1OCC(O)CNCCOc1nccnc1C. Reaction SMILES: [CH3:13][c:14]1[n:15][cH:16][cH:17][n:18][c:19]1[O:20][CH2:21][CH2:22][NH2:23].[CH3:1][c:2]1[c:3]([O:4][CH2:5][CH:6]2[CH2:7][O:8]2)[cH:9][cH:10][cH:11][cH:12]1.[CH:24]([OH:25])([CH3:26])[CH3:27]>>[CH3:1][c:2]1[c:3]([O:4][CH2:5][CH:6]([CH2:7][NH:23][CH2:22][CH2:21][O:20][c:19]2[c:14]([CH3:13])[n:15][cH:16][cH:17][n:18]2)[OH:8])[cH:9][cH:10][cH:11][cH:12]1. Reactants: Cc1nccnc1OCCN, Cc1ccccc1OCC1CO1, CC(C)O. The reactants are [Si](C)(C)(C(C)(C)C)O[C@H]1C[C@@H](CC2=CC=C3[C@@H]4CC=C([C@@]4(C)CC[C@@H]3[C@@]12C)CSCCC(C)(C)O)O[Si](C)(C)C(C)(C)C (1α,3β-Bis(tert-butyldimethylsilyloxy)-17-(3-hydroxy-3-methylbutylthiomethyl)androsta-5,7,16-triene), O1CCCC1.[F-].C(CCC)[N+](CCCC)(CCCC)CCCC (tetra-n-butylammonium fluoride tetrahydrofuran). The solvent is O1CCCC1 (tetrahydrofuran). Product: O[C@H]1C[C@@H](CC2=CC=C3[C@@H]4CC=C([C@@]4(C)CC[C@@H]3[C@@]12C)CSCCC(C)(C)O)O (1α,3β-dihydroxy-17-(3-hydroxy-3-methylbutylthiomethyl)androsta-5,7,16-triene). Yield: 95.5%. As a reaction SMILES: [Si]([O:8][C@@H:9]1[C@@:26]2([CH3:27])[C:13](=[CH:14][CH:15]=[C:16]3[C@@H:25]2[CH2:24][CH2:23][C@@:21]2([CH3:22])[C@H:17]3[CH2:18][CH:19]=[C:20]2[CH2:28][S:29][CH2:30][CH2:31][C:32]([OH:35])([CH3:34])[CH3:33])[CH2:12][C@@H:11]([O:36][Si](C(C)(C)C)(C)C)[CH2:10]1)(C(C)(C)C)(C)C.O1CCCC1.[F-].C([N+](CCCC)(CCCC)CCCC)CCC>O1CCCC1>[OH:8][C@@H:9]1[C@@:26]2([CH3:27])[C:13](=[CH:14][CH:15]=[C:16]3[C@@H:25]2[CH2:24][CH2:23][C@@:21]2([CH3:22])[C@H:17]3[CH2:18][CH:19]=[C:20]2[CH2:28][S:29][CH2:30][CH2:31][C:32]([OH:35])([CH3:34])[CH3:33])[CH2:12][C@@H:11]([OH:36])[CH2:10]1 |f:1.2.3|. Procedure details: 1α,3β-Bis(tert-butyldimethylsilyloxy)-17-(3-hydroxy-3-methylbutylthiomethyl)androsta-5,7,16-triene (63.5 mg, 0.0981 mmol), a 1M tetra-n-butylammonium fluoride tetrahydrofuran solution (1 ml) and tetrahydrofuran (1 ml) were subjected to reaction using a procedure similar to that of Example 5(2) (reflux under heating for 5.5 hours), worked up and purified by preparative thin layer chromatography (2 sheets (each 0.5 mm thickness), dichloromethane:ethanol=9:1, developed once) to give the titled comp...